From a dataset of the Open Reaction Database (ORD), a public repository of structured organic reaction records. describe an organic reaction: reactants, conditions, products, and yield Reactants: [OH-].[K+] (potassium hydroxide), C(CO)O (ethylene glycol), C1OC2=CC(=C(C=C2O1)[N+](=O)[O-])[N+](=O)[O-] (4,5-methylenedioxy-1,2-dinitrobenzene). Conditions: temperature 50 celsius. Product: [N+](=O)([O-])C1=CC(=C(C=C1[N+](=O)[O-])O)OCCO (4,5-dinitro-2-(β-hydroxyethoxy)phenol). RXN SMILES: [OH-].[K+].[CH2:3]1[O:11][C:10]2[C:5](=[CH:6][C:7]([N+:15]([O-:17])=[O:16])=[C:8]([N+:12]([O-:14])=[O:13])[CH:9]=2)[O:4]1.C(O)[CH2:19][OH:20]>>[N+:12]([C:8]1[C:7]([N+:15]([O-:17])=[O:16])=[CH:6][C:5]([OH:4])=[C:10]([O:11][CH2:3][CH2:19][OH:20])[CH:9]=1)([O-:14])=[O:13] |f:0.1|. Reported procedure: 0.2 mol (13.2 g) of potassium hydroxide pellets (85%) is added to 100 ml of ethylene glycol which has been heated beforehand at 50° C. 0.1 mol (21.2 g) of 4,5-methylenedioxy-1,2-dinitrobenzene is added in a single portion to this solution. The heating is maintained for 2 hours. The reactants are C1(CCCCC1)NCCO (N-cyclohexyl-N-(2-hydroxyethyl)amine), O=S(Cl)Cl (SOCl2). The product is C1(CCCCC1)NCCCl (N-cyclohexyl-N-(2-chloroethyl)amine). As a reaction SMILES: [CH:1]1([NH:7][CH2:8][CH2:9]O)[CH2:6][CH2:5][CH2:4][CH2:3][CH2:2]1.O=S(Cl)[Cl:13]>>[CH:1]1([NH:7][CH2:8][CH2:9][Cl:13])[CH2:6][CH2:5][CH2:4][CH2:3][CH2:2]1. Reported procedure: 2-Hydroxyethylamine and cyclohexanone were reacted according to Method B4a, Step 1 to afford 4-aza-1-oxaspiro[4.5]decane. The oxazolidine was reduced according to method B4a, Step 2 to afford N-cyclohexyl-N-(2-hydroxyethyl)amine. The alcohol was reacted with SOCl2 according to Method B7c to afford N-cyclohexyl-N-(2-chloroethyl)amine. The amine was reacted with 2-methoxy-4-nitrophenyl isothiocyanate according to Method C1d to afford 2-(2-methyl-4-nitrophenylimino)-3-cyclohexyl-1,3-thiazolidine. The reactants are C1CCOC1, COC(=O)CCC(C(N)=O)N1Cc2c(O)cccc2C1=O, OCc1cc2ccc(CN3CCOCC3)cc2o1, CC(C)OC(=O)N=NC(=O)OC(C)C. The product is COC(=O)CCC(C(N)=O)N1Cc2c(OCc3cc4ccc(CN5CCOCC5)cc4o3)cccc2C1=O. Reaction SMILES: [CH2:54]1[O:55][CH2:56][CH2:57][CH2:58]1.[NH2:33][C:34]([CH:35]([CH2:36][CH2:37][C:38](=[O:39])[O:40][CH3:41])[N:42]1[C:43](=[O:52])[c:44]2[cH:45][cH:46][cH:47][c:48]([OH:51])[c:49]2[CH2:50]1)=[O:53].[O:15]1[CH2:16][CH2:17][N:18]([CH2:21][c:22]2[cH:23][c:24]3[c:25]([cH:26][c:27]([CH2:29][OH:30])[o:28]3)[cH:31][cH:32]2)[CH2:19][CH2:20]1.[O:1]=[C:2]([O:3][CH:4]([CH3:5])[CH3:6])[N:7]=[N:8][C:9]([O:10][CH:11]([CH3:12])[CH3:13])=[O:14]>>[O:15]1[CH2:16][CH2:17][N:18]([CH2:21][c:22]2[cH:23][c:24]3[c:25]([cH:26][c:27]([CH2:29][O:30][c:48]4[cH:47][cH:46][cH:45][c:44]5[c:49]4[CH2:50][N:42]([CH:35]([C:34]([NH2:33])=[O:53])[CH2:36][CH2:37][C:38](=[O:39])[O:40][CH3:41])[C:43]5=[O:52])[o:28]3)[cH:31][cH:32]2)[CH2:19][CH2:20]1. Starting materials: NC1=C(C=CC(=C1)Cl)S (2-amino-4-chlorobenzenethiol), BrCC1=CC=C(C(=O)OC)C=C1 (methyl 4-(bromomethyl)benzoate), C(=O)([O-])[O-].[K+].[K+] (K2CO3). Solvent: CN(C)C=O (DMF). Product: NC1=C(C=CC(=C1)Cl)SCC1=CC=C(C(=O)OC)C=C1 (Methyl 4-(((2-amino-4-chlorophenyl)thio)methyl)benzoate). Isolated yield 87.8%. RXN SMILES: [NH2:1][C:2]1[CH:7]=[C:6]([Cl:8])[CH:5]=[CH:4][C:3]=1[SH:9].Br[CH2:11][C:12]1[CH:21]=[CH:20][C:15]([C:16]([O:18][CH3:19])=[O:17])=[CH:14][CH:13]=1.C([O-])([O-])=O.[K+].[K+]>CN(C=O)C>[NH2:1][C:2]1[CH:7]=[C:6]([Cl:8])[CH:5]=[CH:4][C:3]=1[S:9][CH2:11][C:12]1[CH:21]=[CH:20][C:15]([C:16]([O:18][CH3:19])=[O:17])=[CH:14][CH:13]=1 |f:2.3.4|. Procedure: Following General Procedure A, the title compound (2.2 g, 88%) was prepared from 2-amino-4-chlorobenzenethiol (1.3 g, 8.14 mmol), methyl 4-(bromomethyl)benzoate (1.86 g, 8.14 mmol) and K2CO3 (5.6 g, 40.73 mmol) in DMF (20 ml).